This data is from the Open Reaction Database (ORD), a public repository of structured organic reaction records. The task is: describe an organic reaction: reactants, conditions, products, and yield The solvent is CC(=O)C (acetone), O (water). Reactants: BrC1=C(C=CC(=C1NC1=CC=CC=C1)[N+](=O)[O-])O (2-bromo-4-nitro-3-phenylaminophenol), CI (methyl iodide), C([O-])([O-])=O.[K+].[K+] (potassium carbonate). Product: BrC1=C(C(=CC=C1OC)[N+](=O)[O-])NC1=CC=CC=C1 ((2-Bromo-3-methoxy-6-nitro-phenyl)-phenylamine). As a reaction SMILES: [Br:1][C:2]1[C:7]([NH:8][C:9]2[CH:14]=[CH:13][CH:12]=[CH:11][CH:10]=2)=[C:6]([N+:15]([O-:17])=[O:16])[CH:5]=[CH:4][C:3]=1[OH:18].CI.[C:21](=O)([O-])[O-].[K+].[K+]>CC(C)=O.O>[Br:1][C:2]1[C:3]([O:18][CH3:21])=[CH:4][CH:5]=[C:6]([N+:15]([O-:17])=[O:16])[C:7]=1[NH:8][C:9]1[CH:14]=[CH:13][CH:12]=[CH:11][CH:10]=1 |f:2.3.4|. Reported procedure: To a solution of 2-bromo-4-nitro-3-phenylaminophenol (450 mg, 1.45 mmol) in acetone was added methyl iodide (0.34 mL, 5.44 mmol) and potassium carbonate (751 mg, 5.44 mmol) and the reaction mixture heated at 40° C. for 16 h. The mixture was diluted with water and extracted with EtOAc (3×20 mL). The combined organic fractions were washed with brine, dried (MgSO4), concentrated in vacuo to give the title compound as a yellow oil (470 mg, 100%). 1H NMR 400 MHz δ (CDCl3): 8.36 (1H, br s), 8.19 (1H, ... Yield: 100.3%. Conditions: temperature 40 celsius. The reactants are CO, O=C(O)C(O)c1cc(Cl)cc(Cl)c1, O=S(=O)(O)O. Product: COC(=O)C(O)c1cc(Cl)cc(Cl)c1. RXN SMILES: [CH3:19][OH:20].[Cl:1][c:2]1[cH:3][c:4]([CH:9]([C:10](=[O:11])[OH:12])[OH:13])[cH:5][c:6]([Cl:8])[cH:7]1.[S:14](=[O:15])(=[O:16])([OH:17])[OH:18]>>[Cl:1][c:2]1[cH:3][c:4]([CH:9]([C:10](=[O:11])[O:12][CH3:19])[OH:13])[cH:5][c:6]([Cl:8])[cH:7]1. The reactants are S[SiH3] (Mercaptosilane), C(=C)OCC1(CCCCC1)COC=C (cyclohexane dimethanol divinyl ether). Reagents/catalysts: phosphoric acid ester. Yields the product S[SiH3] (mercaptosilane), C=COCC1CCC(CC1)COC=C (CHDVE). As a reaction SMILES: [SH:1][SiH3:2].C(OC[C:7]1([CH2:13][O:14][CH:15]=[CH2:16])[CH2:12][CH2:11][CH2:10][CH2:9][CH2:8]1)=C>>[SH:1][SiH3:2].[CH2:16]=[CH:15][O:14][CH2:13][CH:7]1[CH2:8][CH2:9][CH:10]([CH2:15][O:14][CH:13]=[CH2:7])[CH2:11][CH2:12]1. Procedure details: Mercaptosilane (SI263 made by Degussa) in 196.4 g (1 mole) and cyclohexane dimethanol divinyl ether (CHDVE made by Nippon Carbide Industries) in 98.2 g (0.5 mole) were reacted in the presence of a phosphoric acid ester catalyst at room temperature for 3 hours to obtain a blocked mercaptosilane (SI263/CHDVE) shown by the following formula: Yields the product N[C@@H]1C=CC[C@H]1O.C[C@H](CCC(=O)O)[C@H]1CC[C@@H]2[C@@]1([C@H](C[C@H]3[C@H]2CC[C@H]4[C@@]3(CC[C@H](C4)O)C)O)C (trans-3-amino-4-hydroxycyclopentene deoxycholate). Reaction SMILES: [NH2:1][C@H:2]1C[CH2:5][C@H:4](O)[CH2:3]1.[CH3:8][C@@H:9]([C@@H:15]1[C@@:19]2([CH3:35])[C@@H:20]([OH:34])[CH2:21][C@@H:22]3[C@@:27]4([CH3:33])[CH2:28][CH2:29][C@@H:30]([OH:32])[CH2:31][C@H:26]4[CH2:25][CH2:24][C@H:23]3[C@@H:18]2[CH2:17][CH2:16]1)[CH2:10][CH2:11][C:12]([OH:14])=[O:13].[CH3:36][OH:37]>>[NH2:1][C@H:2]1[C@H:36]([OH:37])[CH2:5][CH:4]=[CH:3]1.[CH3:8][C@@H:9]([C@@H:15]1[C@@:19]2([CH3:35])[C@@H:20]([OH:34])[CH2:21][C@@H:22]3[C@@:27]4([CH3:33])[CH2:28][CH2:29][C@@H:30]([OH:32])[CH2:31][C@H:26]4[CH2:25][CH2:24][C@H:23]3[C@@H:18]2[CH2:17][CH2:16]1)[CH2:10][CH2:11][C:12]([OH:14])=[O:13] |f:3.4|. Procedure: A 49.5 g (0.50 M) quantity of dl trans-3-amino-hydroxycyclopentane dissolved in about 100-200 ml of methanol and 98 g (0.25M) of deoxycholic acid dissolved in about 200-300 ml of methanol are mixed and allowed to crystallize for several hours. The crystals of trans-3-amino-4-hydroxycyclopentene are collected by filtration and washed three times with some portions of methanol. There is obtained 105 g of trans-3-amino-4-hydroxycyclopentene deoxycholate as light beige crystals, m.p. 195°-197° (dec)... Reactants: N[C@@H]1C[C@H](CC1)O (trans-3-amino-hydroxycyclopentane), CO (methanol), C[C@H](CCC(=O)O)[C@H]1CC[C@@H]2[C@@]1([C@H](C[C@H]3[C@H]2CC[C@H]4[C@@]3(CC[C@H](C4)O)C)O)C (deoxycholic acid), CO (methanol). The reactants are CCC(C)Br, Sc1ccc(Br)cc1, O=C([O-])[O-], [K+], [K+], CN(C)C=O, O. Product: CCC(C)Sc1ccc(Br)cc1. Reaction SMILES: [Br:15][CH:16]([CH2:17][CH3:18])[CH3:19].[Br:1][c:2]1[cH:3][cH:4][c:5]([SH:8])[cH:6][cH:7]1.[C:9](=[O:10])([O-:11])[O-:12].[K+:13].[K+:14].[O:21]=[CH:22][N:23]([CH3:24])[CH3:25].[OH2:20]>>[Br:1][c:2]1[cH:3][cH:4][c:5]([S:8][CH:16]([CH2:17][CH3:18])[CH3:19])[cH:6][cH:7]1. Reactants: BrCC1(COC1)C (3-bromomethyl-3-methyloxetane), FC(CO)(C(C(C(C(C(C(F)(F)F)(F)F)(F)F)(F)F)(F)F)(F)F)F (2,2,3,3,4,4,5,5,6,6,7,7,8,8,8-pentadecafluorooctan-1-ol), [OH-].[K+] (potassium hydroxide). Reagents/catalysts: [Br-].C(CCC)[N+](CCCC)(CCCC)CCCC (tetrabutylammonium bromide). Solvent: O (water). Product: FC(COCC1(COC1)C)(C(C(C(C(C(C(F)(F)F)(F)F)(F)F)(F)F)(F)F)(F)F)F (3-(2, 2, 3, 3, 4, 4, 5, 5, 6, 6, 7, 7, 8, 8, 8-PENTADECAFLUOROOCTYLOXYMETHYL)-3-METHYLOXETANE). Yield: 87.0%. Reaction SMILES: Br[CH2:2][C:3]1([CH3:7])[CH2:6][O:5][CH2:4]1.[F:8][C:9]([F:31])([C:12]([F:30])([F:29])[C:13]([F:28])([F:27])[C:14]([F:26])([F:25])[C:15]([F:24])([F:23])[C:16]([F:22])([F:21])[C:17]([F:20])([F:19])[F:18])[CH2:10][OH:11].[OH-].[K+]>[Br-].C([N+](CCCC)(CCCC)CCCC)CCC.O>[F:8][C:9]([F:31])([C:12]([F:29])([F:30])[C:13]([F:27])([F:28])[C:14]([F:25])([F:26])[C:15]([F:23])([F:24])[C:16]([F:22])([F:21])[C:17]([F:20])([F:19])[F:18])[CH2:10][O:11][CH2:2][C:3]1([CH3:7])[CH2:6][O:5][CH2:4]1 |f:2.3,4.5|. Reported procedure: In a manner similar to the that of Example B14, a mixture of 3-bromomethyl-3-methyloxetane (468 g, 2.84 mol), 2,2,3,3,4,4,5,5,6,6,7,7,8,8,8-pentadecafluorooctan-1-ol (1032 g, 2.58 mol), tetrabutylammonium bromide (41.5 g), potassium hydroxide (208 g, 3.23 mol), and water (1680 ml) was heated under reflux for 3 hours. GLC analysis revealed complete consumption of starting materials. The reaction mixture was diluted with water, worked-up in the usual manner, and distilled under reduced pressure to... Run at temperature -78 celsius, time 1 hour. Starting materials: C1=CC=C(C=C1)S(=O)(=O)N(F)S(=O)(=O)C2=CC=CC=C2 (N-fluorobenzenesulfonimide), C(C)(C)(C)[Si](C1=CC=CC=C1)(C1=CC=CC=C1)O[C@H]1C(=C[C@H]2OC(O[C@H]21)(C)C)I (Tert-butyl((3aR,4R,6aR)-5-iodo-2,2-dimethyl-4,6a-dihydro-3aH-cyclopenta[d][1,3]dioxol-4-yloxy)diphenylsilane), [Li]CCCC (BuLi). Run in C1CCOC1 (THF). Procedure: Tert-butyl((3aR,4R,6aR)-5-iodo-2,2-dimethyl-4,6a-dihydro-3H-cyclopenta[d][1,3]dioxol-4-yloxy)diphenylsilane (5-4) (1.4 g, 2.7 mmol, 1 equiv) was dissolved in dry THF (18 mL) and N-fluorobenzenesulfonimide (1.0 g, 3.2 mmol, 1.2 equiv) was added. The resulting mixture was cooled to −78° C. and BuLi (3.2 mL, 8.0 mmol, 3 equiv, 2.5 M in hexanes) was added dropwise over 10 minutes. The mixture was stirred at the same temperature for 1 hour. Upon disappearance of the starting material, the reaction wa... Yields the product C(C)(C)(C)[Si](C1=CC=CC=C1)(C1=CC=CC=C1)O[C@H]1C(=C[C@H]2OC(O[C@H]21)(C)C)F (Tert-butyl((3aR,4R,6aR)-5-fluoro-2,2-dimethyl-4,6a-dihydro-3aH-cyclopenta[d][1,3]dioxol-4-yloxy)diphenylsilane). Reaction SMILES: [C:1]([Si:5]([O:18][C@@H:19]1[C@H:26]2[C@H:22]([O:23][C:24]([CH3:28])([CH3:27])[O:25]2)[CH:21]=[C:20]1I)([C:12]1[CH:17]=[CH:16][CH:15]=[CH:14][CH:13]=1)[C:6]1[CH:11]=[CH:10][CH:9]=[CH:8][CH:7]=1)([CH3:4])([CH3:3])[CH3:2].C1C=CC(S(N(S(C2C=CC=CC=2)(=O)=O)[F:40])(=O)=O)=CC=1.[Li]CCCC>C1COCC1>[C:1]([Si:5]([O:18][C@@H:19]1[C@H:26]2[C@H:22]([O:23][C:24]([CH3:28])([CH3:27])[O:25]2)[CH:21]=[C:20]1[F:40])([C:12]1[CH:17]=[CH:16][CH:15]=[CH:14][CH:13]=1)[C:6]1[CH:11]=[CH:10][CH:9]=[CH:8][CH:7]=1)([CH3:4])([CH3:3])[CH3:2].